Dataset: the Open Reaction Database (ORD), a public repository of structured organic reaction records. Task: describe an organic reaction: reactants, conditions, products, and yield The reactants are NC=1C(=C(C(=O)OCC)C=CC1Cl)CSC (ethyl 3-amino-4-chloro-2-(methylsulphenylmethyl)benzoate), O (Water). Reagents/catalysts: [Ni] (Raney Nickel), [Ni] (Raney Nickel). Solvent: C(C)O (ethanol), C(C)O (ethanol). Reaction conditions: time 8 hour. The product is NC=1C(=C(C(=O)OCC)C=CC1Cl)C (ethyl 3-amino-4-chloro-2-methylbenzoate). The yield is 72.2%. As a reaction SMILES: [NH2:1][C:2]1[C:3]([CH2:14]SC)=[C:4]([CH:10]=[CH:11][C:12]=1[Cl:13])[C:5]([O:7][CH2:8][CH3:9])=[O:6].O>C(O)C.[Ni]>[NH2:1][C:2]1[C:3]([CH3:14])=[C:4]([CH:10]=[CH:11][C:12]=1[Cl:13])[C:5]([O:7][CH2:8][CH3:9])=[O:6]. Procedure: A solution of ethyl 3-amino-4-chloro-2-(methylsulphenylmethyl)benzoate (50 g) in ethanol was added to a stirred suspension of Raney Nickel (300 g) in ethanol. After stirring overnight at room temperature, a further addition of Raney Nickel was made and the mixture stirred for 2 hours. Water was added, the mixture filtered and the residue washed with dichloromethane. The filtrate was evaporated, re-extracted with ethyl acetate, dried (magnesium sulphate) and evaporated to give ethyl 3-amino-4-chl... The reactants are N1=CC(=CC=C1)NS(=O)(=O)C=1C=C2CC(NC2=CC1)=O (2-Oxo-2,3-dihydro-1H-indole-5-sulfonic acid pyridin-3-ylamide), N1(CCCC1)CCOC=1C=C2C=C(NC2=CC1)C=O (5-(2-pyrrolidin-1-yl-ethoxy)-1H-indole-2-carbaldehyde). Yields the product N1=CC(=CC=C1)NS(=O)(=O)C=1C=C2C(C(NC2=CC1)=O)=CC=1NC2=CC=C(C=C2C1)OCCN1CCCC1 (2-Oxo-3-[5-(2-pyrrolidin-1-yl-ethoxy)-1H-indol-2-ylmethylene]-2,3-dihydro-1H-indole-5-sulfonic acid pyridin-3-ylamide). RXN SMILES: [N:1]1[CH:6]=[CH:5][CH:4]=[C:3]([NH:7][S:8]([C:11]2[CH:12]=[C:13]3[C:17](=[CH:18][CH:19]=2)[NH:16][C:15](=[O:20])[CH2:14]3)(=[O:10])=[O:9])[CH:2]=1.[N:21]1([CH2:26][CH2:27][O:28][C:29]2[CH:30]=[C:31]3[C:35](=[CH:36][CH:37]=2)[NH:34][C:33]([CH:38]=O)=[CH:32]3)[CH2:25][CH2:24][CH2:23][CH2:22]1>>[N:1]1[CH:6]=[CH:5][CH:4]=[C:3]([NH:7][S:8]([C:11]2[CH:12]=[C:13]3[C:17](=[CH:18][CH:19]=2)[NH:16][C:15](=[O:20])[C:14]3=[CH:38][C:33]2[NH:34][C:35]3[C:31]([CH:32]=2)=[CH:30][C:29]([O:28][CH2:27][CH2:26][N:21]2[CH2:25][CH2:24][CH2:23][CH2:22]2)=[CH:37][CH:36]=3)(=[O:10])=[O:9])[CH:2]=1. Procedure: 2-Oxo-2,3-dihydro-1H-indole-5-sulfonic acid pyridin-3-ylamide was condensed with 5-(2-pyrrolidin-1-yl-ethoxy)-1H-indole-2-carbaldehyde to give the title compound. Starting materials: COC=1C=C2C(=CC=NC2=CC1OC)OC1=C(C(=C(N)C=C1)C)C (4-[(6,7-Dimethoxy-4-quinolyl)oxy]-2,3-dimethylaniline), ClC(Cl)(OC(OC(Cl)(Cl)Cl)=O)Cl (triphosgene), C([O-])(O)=O.[Na+] (sodium bicarbonate), C1(=CC=CC=C1)CCO (2-phenyl-1-ethanol). Run in C(C)N(CC)CC (triethylamine), C1(=CC=CC=C1)C (toluene), C(Cl)Cl (methylene chloride). The product is COC=1C=C2C(=CC=NC2=CC1OC)OC1=C(C(=C(C=C1)NC(OCCC1=CC=CC=C1)=O)C)C (Phenethyl N-{4-[(6,7-dimethoxy-4-quinolyl)oxy]-2,3-dimethylphenyl}carbamate). Yield: 82.4%. RXN SMILES: [CH3:1][O:2][C:3]1[CH:4]=[C:5]2[C:10](=[CH:11][C:12]=1[O:13][CH3:14])[N:9]=[CH:8][CH:7]=[C:6]2[O:15][C:16]1[CH:22]=[CH:21][C:19]([NH2:20])=[C:18]([CH3:23])[C:17]=1[CH3:24].Cl[C:26](Cl)([O:28][C:29](=[O:35])OC(Cl)(Cl)Cl)Cl.[C:37]1([CH2:43]CO)[CH:42]=[CH:41][CH:40]=[CH:39][CH:38]=1.C(=O)(O)[O-].[Na+]>C(Cl)Cl.C(N(CC)CC)C.C1(C)C=CC=CC=1>[CH3:1][O:2][C:3]1[CH:4]=[C:5]2[C:10](=[CH:11][C:12]=1[O:13][CH3:14])[N:9]=[CH:8][CH:7]=[C:6]2[O:15][C:16]1[CH:22]=[CH:21][C:19]([NH:20][C:29](=[O:35])[O:28][CH2:26][CH2:43][C:37]2[CH:42]=[CH:41][CH:40]=[CH:39][CH:38]=2)=[C:18]([CH3:23])[C:17]=1[CH3:24] |f:3.4|. Procedure details: 4-[(6,7-Dimethoxy-4-quinolyl)oxy]-2,3-dimethylaniline (50 mg) was added to toluene (5 ml), and triethylamine (0.5 ml), and the mixture was heated under reflux to prepare a solution. A solution of triphosgene (68 mg) in methylene chloride was then added thereto, and the mixture was heated under reflux for 10 min. Next, 2-phenyl-1-ethanol (28 mg) was added thereto, and the mixture was further stirred with heating under reflux for 3 hr. A saturated aqueous sodium bicarbonate solution was added to s... Starting materials: CCO, Cl, CCOC(=O)CCC(=O)c1cccc(OCc2c(C)cccc2F)c1, [Na+], [OH-]. Yields the product Cc1cccc(F)c1COc1cccc(C(=O)CCC(=O)O)c1. Reaction SMILES: [CH3:29][CH2:30][OH:31].[ClH:28].[F:1][c:2]1[c:3]([CH2:4][O:5][c:6]2[cH:7][c:8]([C:12]([CH2:13][CH2:14][C:15](=[O:16])[O:17][CH2:18][CH3:19])=[O:20])[cH:9][cH:10][cH:11]2)[c:21]([CH3:25])[cH:22][cH:23][cH:24]1.[Na+:27].[OH-:26]>>[F:1][c:2]1[c:3]([CH2:4][O:5][c:6]2[cH:7][c:8]([C:12]([CH2:13][CH2:14][C:15](=[O:16])[OH:17])=[O:20])[cH:9][cH:10][cH:11]2)[c:21]([CH3:25])[cH:22][cH:23][cH:24]1. The reactants are 2-chloro-2-methylpent-1-yne, C(#N)C1=CC=C(C=C1)O (4-cyanophenol), [OH-].[Na+] (sodium hydroxide), methanolic solution, [OH-].C(C1=CC=CC=C1)[N+](C)(C)C (benzyltrimethylammonium hydroxide). The solvent is O (water), ClCCl (dichloromethane). Reaction conditions: time 4 day. Yields the product C(C)C(C#C)(OC1=CC=C(C#N)C=C1)C (4-(1-ethyl-1-methyl-2-propynyloxy)benzonitrile). RXN SMILES: [C:1]([C:3]1[CH:8]=[CH:7][C:6]([OH:9])=[CH:5][CH:4]=1)#[N:2].[OH-].[Na+].[OH-].[CH2:13]([N+](C)(C)C)[C:14]1[CH:19]=[CH:18]C=[CH:16][CH:15]=1>O.ClCCl>[CH2:19]([C:14]([CH3:13])([O:9][C:6]1[CH:7]=[CH:8][C:3]([C:1]#[N:2])=[CH:4][CH:5]=1)[C:15]#[CH:16])[CH3:18] |f:1.2,3.4|. Reported procedure: 17.47 g of 2-chloro-2-methylpent-1-yne were added to a mixture of 11.9 g of 4-cyanophenol, 6.0 g of sodium hydroxide, 15 ml of a 40% methanolic solution of benzyltrimethylammonium hydroxide in 85 ml of water and 85 ml of dichloromethane and stirred for 4 days. The organic phase was separated, washed with 2M sodium hydroxide solution, dried over sodium sulphate and evaporated. The residue was chromatographed on silica gel using ethyl acetate/petroleum ether (1:9) for the elution to give 10.1 g of... The reactants are Br, COc1cc(CCNC(=O)C(=COC(F)F)c2ccc(Cl)cc2)ccc1OCc1ccccc1, CC(=O)O, O. The product is COc1cc(CCNC(=O)C(=COC(F)F)c2ccc(Cl)cc2)ccc1O. RXN SMILES: [BrH:35].[CH2:1]([c:2]1[cH:3][cH:4][cH:5][cH:6][cH:7]1)[O:8][c:9]1[c:10]([O:33][CH3:34])[cH:11][c:12]([CH2:15][CH2:16][NH:17][C:18]([C:19](=[CH:20][O:21][CH:22]([F:23])[F:24])[c:25]2[cH:26][cH:27][c:28]([Cl:31])[cH:29][cH:30]2)=[O:32])[cH:13][cH:14]1.[CH3:36][C:37](=[O:38])[OH:39].[OH2:40]>>[OH:8][c:9]1[c:10]([O:33][CH3:34])[cH:11][c:12]([CH2:15][CH2:16][NH:17][C:18]([C:19](=[CH:20][O:21][CH:22]([F:23])[F:24])[c:25]2[cH:26][cH:27][c:28]([Cl:31])[cH:29][cH:30]2)=[O:32])[cH:13][cH:14]1. Starting materials: S(O)(O)(=O)=O (sulfuric acid), CC(C)N1N=CC2=C1N=C(C=C2C(=O)OCC)C2=CC=CC=C2 (Ethyl 1-(1-methylethyl)-6-phenyl-1H-pyrazolo[3,4-b]pyridine-4-carboxylate), [N+](=O)(O)[O-] (nitric acid), C(=O)([O-])[O-].[Na+].[Na+] (Na2CO3). Solvent: O (water). Conditions: time 40 minute. Product: CC(C)N1N=CC2=C1N=C(C=C2C(=O)OCC)C2=C(C=CC=C2)[N+](=O)[O-] (Ethyl 1-(1-methylethyl)-6-(2-nitrophenyl)-1H-pyrazolo[3,4-b]pyridine-4-carboxylate). As a reaction SMILES: [CH3:1][CH:2]([N:4]1[C:8]2[N:9]=[C:10]([C:18]3[CH:23]=[CH:22][CH:21]=[CH:20][CH:19]=3)[CH:11]=[C:12]([C:13]([O:15][CH2:16][CH3:17])=[O:14])[C:7]=2[CH:6]=[N:5]1)[CH3:3].S(=O)(=O)(O)O.C([O-])([O-])=O.[Na+].[Na+].[N+:35]([O-])([OH:37])=[O:36]>O>[CH3:1][CH:2]([N:4]1[C:8]2[N:9]=[C:10]([C:18]3[CH:19]=[CH:20][CH:21]=[CH:22][C:23]=3[N+:35]([O-:37])=[O:36])[CH:11]=[C:12]([C:13]([O:15][CH2:16][CH3:17])=[O:14])[C:7]=2[CH:6]=[N:5]1)[CH3:3] |f:2.3.4|. Procedure: Ethyl 1-(1-methylethyl)-6-phenyl-1H-pyrazolo[3,4-b]pyridine-4-carboxylate (120 mg, 0.388 mmol) was dissolved in concentrated nitric acid (1.7 mL) followed by addition of concentrated sulfuric acid (0.200 mL), and the reaction mixture was stirred at room temperature. After 40 min., the reaction mixture was cooled in an ice bath and with stirring was diluted with water (3 mL) and then slowly with saturated Na2CO3 (1 mL). The reaction mixture was extracted with EtOAc (2×6 mL). The combined organic ... Reactants: O=C(Br)CBr, O=C1CC(O)C(=O)N1Cc1ccc(Cl)nc1, ClCCl, c1ccncc1. The product is O=C(CBr)OC1CC(=O)N(Cc2ccc(Cl)nc2)C1=O. As a reaction SMILES: [Br:23][CH2:24][C:25](=[O:26])[Br:27].[Cl:1][c:2]1[cH:3][cH:4][c:5]([CH2:8][N:9]2[C:10](=[O:16])[CH:11]([OH:15])[CH2:12][C:13]2=[O:14])[cH:6][n:7]1.[Cl:28][CH2:29][Cl:30].[cH:17]1[cH:18][cH:19][n:20][cH:21][cH:22]1>>[Cl:1][c:2]1[cH:3][cH:4][c:5]([CH2:8][N:9]2[C:10](=[O:16])[CH:11]([O:15][C:25]([CH2:24][Br:23])=[O:26])[CH2:12][C:13]2=[O:14])[cH:6][n:7]1.